Task: describe an organic reaction: reactants, conditions, products, and yield. Dataset: the Open Reaction Database (ORD), a public repository of structured organic reaction records The reactants are O=C([O-])[O-], CCc1cc(O)cc(C)c1OCCCNC(=O)c1ccc(C(F)(F)F)cc1, CN(C)C=O, ClCC=C(Cl)Cl, [K+], [K+], O. The product is CCc1cc(OCC=C(Cl)Cl)cc(C)c1OCCCNC(=O)c1ccc(C(F)(F)F)cc1. As a reaction SMILES: [C:28](=[O:29])([O-:30])[O-:31].[CH2:1]([CH3:2])[c:3]1[cH:4][c:5]([OH:27])[cH:6][c:7]([CH3:26])[c:8]1[O:9][CH2:10][CH2:11][CH2:12][NH:13][C:14]([c:15]1[cH:16][cH:17][c:18]([C:21]([F:22])([F:23])[F:24])[cH:19][cH:20]1)=[O:25].[CH3:34][N:35]([CH3:36])[CH:37]=[O:38].[Cl:39][C:40](=[CH:41][CH2:42][Cl:43])[Cl:44].[K+:32].[K+:33].[OH2:45]>>[CH2:1]([CH3:2])[c:3]1[cH:4][c:5]([O:27][CH2:42][CH:41]=[C:40]([Cl:39])[Cl:44])[cH:6][c:7]([CH3:26])[c:8]1[O:9][CH2:10][CH2:11][CH2:12][NH:13][C:14]([c:15]1[cH:16][cH:17][c:18]([C:21]([F:22])([F:23])[F:24])[cH:19][cH:20]1)=[O:25].